From a dataset of the Open Reaction Database (ORD), a public repository of structured organic reaction records. describe an organic reaction: reactants, conditions, products, and yield Starting materials: ClC1=C(C(=N)N)C=CC(=C1)F (2-chlor-4-fluoro-benzamidine), ClC1=C(C=C(C#N)C#N)C=CC(=C1)Cl (2-(2,4-dichloro-benzylidene)-malononitrile). The product is NCC=1C(=NC(=NC1C1=C(C=C(C=C1)Cl)Cl)C1=C(C=C(C=C1)F)Cl)N (5-Aminomethyl-2-(2-chloro-4-fluoro-phenyl)-6-(2,4-dichloro-phenyl)-pyrimidin-4-ylamine). As a reaction SMILES: [Cl:1][C:2]1[CH:10]=[C:9]([F:11])[CH:8]=[CH:7][C:3]=1[C:4]([NH2:6])=[NH:5].[Cl:12][C:13]1[CH:24]=[C:23]([Cl:25])[CH:22]=[CH:21][C:14]=1[CH:15]=[C:16]([C:19]#[N:20])[C:17]#[N:18]>>[NH2:20][CH2:19][C:16]1[C:17]([NH2:18])=[N:5][C:4]([C:3]2[CH:7]=[CH:8][C:9]([F:11])=[CH:10][C:2]=2[Cl:1])=[N:6][C:15]=1[C:14]1[CH:21]=[CH:22][C:23]([Cl:25])=[CH:24][C:13]=1[Cl:12]. Procedure details: The title compound, MS: m/e=396.8 (M+), was prepared from 2-chlor-4-fluoro-benzamidine and 2-(2,4-dichloro-benzylidene)-malononitrile in analogy to the process described in Example 11 as a solid. Reactants: N#Cc1cccc(CBr)c1, C1CCOC1, [H-], [Na+], OCc1ncn(C(c2ccccc2)(c2ccccc2)c2ccccc2)n1. The product is N#Cc1cccc(COCc2ncn(C(c3ccccc3)(c3ccccc3)c3ccccc3)n2)c1. As a reaction SMILES: [Br:27][CH2:28][c:29]1[cH:30][c:31]([C:32]#[N:33])[cH:34][cH:35][cH:36]1.[CH2:39]1[O:40][CH2:41][CH2:42][CH2:43]1.[H-:37].[Na+:38].[c:1]1([C:7]([n:8]2[n:9][c:10]([CH2:13][OH:14])[n:11][cH:12]2)([c:15]2[cH:16][cH:17][cH:18][cH:19][cH:20]2)[c:21]2[cH:22][cH:23][cH:24][cH:25][cH:26]2)[cH:2][cH:3][cH:4][cH:5][cH:6]1>>[c:1]1([C:7]([n:8]2[n:9][c:10]([CH2:13][O:14][CH2:28][c:29]3[cH:30][c:31]([C:32]#[N:33])[cH:34][cH:35][cH:36]3)[n:11][cH:12]2)([c:15]2[cH:16][cH:17][cH:18][cH:19][cH:20]2)[c:21]2[cH:22][cH:23][cH:24][cH:25][cH:26]2)[cH:2][cH:3][cH:4][cH:5][cH:6]1.